This data is from the Open Reaction Database (ORD), a public repository of structured organic reaction records. The task is: describe an organic reaction: reactants, conditions, products, and yield The reactants are CCCCCC(=O)C=Cc1ccc(CCCCCCCC(=O)OC)o1, CO, [H][H]. Yields the product CCCCCC(=O)CCc1ccc(CCCCCCCC(=O)OC)o1. RXN SMILES: [CH3:1][O:2][C:3]([CH2:4][CH2:5][CH2:6][CH2:7][CH2:8][CH2:9][CH2:10][c:11]1[o:12][c:13]([CH:16]=[CH:17][C:18]([CH2:19][CH2:20][CH2:21][CH2:22][CH3:23])=[O:24])[cH:14][cH:15]1)=[O:25].[CH3:28][OH:29].[H:26][H:27]>>[CH3:1][O:2][C:3]([CH2:4][CH2:5][CH2:6][CH2:7][CH2:8][CH2:9][CH2:10][c:11]1[o:12][c:13]([CH2:16][CH2:17][C:18]([CH2:19][CH2:20][CH2:21][CH2:22][CH3:23])=[O:24])[cH:14][cH:15]1)=[O:25].